From a dataset of the Open Reaction Database (ORD), a public repository of structured organic reaction records. describe an organic reaction: reactants, conditions, products, and yield The reactants are S(=O)(=O)([O-])S(=O)[O-].[Na+].[Na+] (sodium meta bisulfite), C(CCCCCC)SCCCl (2-chloroethyl heptyl sulfide), ClC1=CC(=CC=C1)C(=O)OO (metachloroperbenzoic acid), ClC1=CC(=CC=C1)C(=O)OO (metachloroperbenzoic acid), C(O)([O-])=O.[Na+] (sodium hydrogen carbonate). Run in C(Cl)Cl (methylene chloride). Conditions: time 2 hour. Product: C(CCCCCC)S(=O)(=O)CCCl (2-chloroethyl heptyl sulfone). As a reaction SMILES: C(S[CH2:9][CH2:10][Cl:11])CCCCCC.Cl[C:13]1[CH:18]=[CH:17][CH:16]=[C:15]([C:19](OO)=O)[CH:14]=1.[S:23](S([O-])=O)([O-:26])(=O)=[O:24].[Na+].[Na+].C(=O)([O-])O.[Na+]>C(Cl)Cl>[CH2:14]([S:23]([CH2:9][CH2:10][Cl:11])(=[O:26])=[O:24])[CH2:13][CH2:18][CH2:17][CH2:16][CH2:15][CH3:19] |f:2.3.4,5.6|. Procedure details: Dissolve 2-chloroethyl heptyl sulfide (1.0 g, 5.13 mmol) in methylene chloride (50 mL). Add metachloroperbenzoic acid (3.2 g, 15 mmol) portionwise and stir at room temperature for 1 hour. Add addition metachloroperbenzoic acid (1.0 g) and stir at room temperature for 2 hours. Treat with saturated sodium meta bisulfite (until negative starch-iodide test) and basify with saturated sodium hydrogen carbonate. Extract with methylene chloride (2×25 mL), dry (MgSO4) and evaporate in vacuo to yield 1.23... The reactants are ClC1=NC(=CC=C1)N1N=NC=C1 (2-chloro-6-(1H-1,2,3-triazol-1-yl)pyridine), NC=1SC(=CC1C(=O)N)C1=C(C=C(C=C1F)C(C)(C)O)F (2-amino-5-[2,6-difluoro-4-(1-hydroxy-1-methylethyl)phenyl]thiophene-3-carboxamide). Product: FC1=C(C(=CC(=C1)C(C)(C)O)F)C1=CC(=C(S1)NC1=NC(=CC=C1)N1N=NC=C1)C(=O)N (5-[2,6-Difluoro-4-(1-hydroxy-1-methylethyl)phenyl]-2-{[6-(1H-1,2,3-triazol-1-yl)pyridin-2-yl]amino}thiophene-3-carboxamide). Reaction SMILES: Cl[C:2]1[CH:7]=[CH:6][CH:5]=[C:4]([N:8]2[CH:12]=[CH:11][N:10]=[N:9]2)[N:3]=1.[NH2:13][C:14]1[S:15][C:16]([C:22]2[C:27]([F:28])=[CH:26][C:25]([C:29]([OH:32])([CH3:31])[CH3:30])=[CH:24][C:23]=2[F:33])=[CH:17][C:18]=1[C:19]([NH2:21])=[O:20]>>[F:33][C:23]1[CH:24]=[C:25]([C:29]([OH:32])([CH3:31])[CH3:30])[CH:26]=[C:27]([F:28])[C:22]=1[C:16]1[S:15][C:14]([NH:13][C:2]2[CH:7]=[CH:6][CH:5]=[C:4]([N:8]3[CH:12]=[CH:11][N:10]=[N:9]3)[N:3]=2)=[C:18]([C:19]([NH2:21])=[O:20])[CH:17]=1. Reported procedure: The title compound was synthesized from 2-chloro-6-(1H-1,2,3-triazol-1-yl)pyridine (72 mg, 0.40 mmol) and 2-amino-5-[2,6-difluoro-4-(1-hydroxy-1-methylethyl)phenyl]thiophene-3-carboxamide (125 mg, 0.40 mmol) according to the general procedure in Example 1. Reactants: CO, Nc1cc(Cl)nc(Cl)c1[N+](=O)[O-]. As a reaction SMILES: [CH3:13][OH:14].[Cl:1][c:2]1[n:3][c:4]([Cl:12])[cH:5][c:6]([NH2:11])[c:7]1[N+:8]([O-:9])=[O:10]>>[Cl:1][c:2]1[n:3][c:4]([Cl:12])[cH:5][c:6]([NH2:11])[c:7]1[NH2:8]. The product is Nc1cc(Cl)nc(Cl)c1N. The reactants are C(C)(=O)OC(C)=O (acetic anhydride), ClC=1C(=CC2=C(SC=C2)C1Cl)OC (6,7-dichloro-5-methoxybenzo[b]thiophene), C(CCC)[Li] (n-butyllithium), Cl (hydrochloric acid). The solvent is O1CCCC1 (tetrahydrofuran), O1CCCC1 (tetrahydrofuran), C(C)OCC (ethyl ether). Reaction conditions: time 2 hour. Yields the product C(C)(=O)C1=CC2=C(S1)C(=C(C(=C2)OC)Cl)Cl (2-acetyl-6,7-dichloro-5-methoxybenzo[b]thiophene). Reaction SMILES: [Cl:1][C:2]1[C:3]([O:12][CH3:13])=[CH:4][C:5]2[CH:9]=[CH:8][S:7][C:6]=2[C:10]=1[Cl:11].C([Li])CCC.[C:19](OC(=O)C)(=[O:21])[CH3:20].Cl>O1CCCC1.C(OCC)C>[C:19]([C:8]1[S:7][C:6]2[C:10]([Cl:11])=[C:2]([Cl:1])[C:3]([O:12][CH3:13])=[CH:4][C:5]=2[CH:9]=1)(=[O:21])[CH3:20]. Procedure: To a solution of 5.0 g of 6,7-dichloro-5-methoxybenzo[b]thiophene in 30 ml of dry tetrahydrofuran and 10 ml dry ethyl ether under nitrogen at -20° is added 11.7 ml of 2.2M n-butyllithium, while the temperature is maintained at -20°. After stirring for 2 hours at this temperature, the reaction mixture is added dropwise through a transfer needle to a stirred solution of 22 ml of freshly distilled acetic anhydride in 40 ml of dry tetrahydrofuran at -20°. Five minutes after the addition, the reactio... Reactants: [OH-].[Na+] (NaOH), O (water), COC1=CC=CC(=N1)C1(CCC1)C#N (1-(6-methoxypyridin-2-yl)cyclobutanecarbonitrile), [H-].[Al+3].[Li+].[H-].[H-].[H-] (lithium aluminum hydride), O (Water). Solvent: C1CCOC1 (THF). Yields the product COC1=CC=CC(=N1)C1(CCC1)CN ((1-(6-Methoxypyridin-2-yl)cyclobutyl)methanamine). The yield is 94.6%. Reaction SMILES: [CH3:1][O:2][C:3]1[N:8]=[C:7]([C:9]2([C:13]#[N:14])[CH2:12][CH2:11][CH2:10]2)[CH:6]=[CH:5][CH:4]=1.[H-].[Al+3].[Li+].[H-].[H-].[H-].O.[OH-].[Na+]>C1COCC1>[CH3:1][O:2][C:3]1[N:8]=[C:7]([C:9]2([CH2:13][NH2:14])[CH2:12][CH2:11][CH2:10]2)[CH:6]=[CH:5][CH:4]=1 |f:1.2.3.4.5.6,8.9|. Procedure details: To a stirred solution of 1-(6-methoxypyridin-2-yl)cyclobutanecarbonitrile (1.7 g, 8.8 mmol, 1.0 equiv) in THF (20 mL) was added lithium aluminum hydride solution (1.0 M in THF, 11 mL, 11 mmol, 1.1 equiv). The mixture was refluxed for 1.5 hours and allowed to cool to room temperature. Water (0.43 mL) was added slowly followed by 0.43 mL of 3 M NaOH and then three additions of 0.43 mL of water (Fieser and Fieser workup). The resulting mixture was filtered through diatomaceous earth and rinsed with... Starting materials: COC=1C=C2C(C(=NN(C2=CC1OC)C)S(=O)C)=O (6,7-dimethoxy-1-methyl-3-(methylsulfinyl)-4(1H)-cinnolinone), C(C)(=O)OC(C)=O (acetic anhydride). Yields the product C(C)(=O)OCSC1=NN(C2=CC(=C(C=C2C1=O)OC)OC)C ([(1,4-Dihydro-6,7-dimethoxy-1-methyl-4-oxo-3-cinnolinyl)thio]methanol acetate). Reaction SMILES: [CH3:1][O:2][C:3]1[CH:4]=[C:5]2[C:10](=[CH:11][C:12]=1[O:13][CH3:14])[N:9]([CH3:15])[N:8]=[C:7]([S:16]([CH3:18])=O)[C:6]2=[O:19].[C:20]([O:23]C(=O)C)(=[O:22])[CH3:21]>>[C:20]([O:23][CH2:18][S:16][C:7]1[C:6](=[O:19])[C:5]2[C:10](=[CH:11][C:12]([O:13][CH3:14])=[C:3]([O:2][CH3:1])[CH:4]=2)[N:9]([CH3:15])[N:8]=1)(=[O:22])[CH3:21]. Procedure details: A mixture of 11 g of 6,7-dimethoxy-1-methyl-3-(methylsulfinyl)-4(1H)-cinnolinone and 100 ml of acetic anhydride was refluxed for 2 hours. The solution was chilled, and the crystalline precipitate was filtered off, washed with Skelly B, and recrystallized from CH3CN, mp. 229°-33°, yield 11 g (87%). Starting materials: C(C1=CC=CC=C1)N1C[C@@H]2[C@](C1)(C1=C2C=CC=C1)CC(=O)O (cis-(2-Benzyl-2,3,3a,7b-tetrahydro-1H-benzo[3,4]cyclobuta[1,2-c]pyrrol-3a-yl)acetic acid), [H-].[Al+3].[Li+].[H-].[H-].[H-] (lithium aluminium hydride). Run in O1CCCC1 (tetrahydrofuran). Run at time 2 hour. Product: C(C1=CC=CC=C1)N1C[C@@H]2[C@](C1)(C1=C2C=CC=C1)CCO (cis-2-(2-Benzyl-2,3,3a,7b-tetrahydro-1H-benzo[3,4]cyclobuta[1,2-c]pyrrol-3a-yl)ethanol). As a reaction SMILES: [CH2:1]([N:8]1[CH2:12][C@:11]2([CH2:19][C:20](O)=[O:21])[C:13]3[CH:18]=[CH:17][CH:16]=[CH:15][C:14]=3[C@@H:10]2[CH2:9]1)[C:2]1[CH:7]=[CH:6][CH:5]=[CH:4][CH:3]=1.[H-].[Al+3].[Li+].[H-].[H-].[H-]>O1CCCC1>[CH2:1]([N:8]1[CH2:12][C@:11]2([CH2:19][CH2:20][OH:21])[C:13]3[CH:18]=[CH:17][CH:16]=[CH:15][C:14]=3[C@@H:10]2[CH2:9]1)[C:2]1[CH:3]=[CH:4][CH:5]=[CH:6][CH:7]=1 |f:1.2.3.4.5.6|. Procedure: 3.32 g of the product obtained in Step C are introduced, in portions, into a suspension composed of 0.73 g of lithium aluminium hydride and 53 ml of tetrahydrofuran. After 2 hours at ambient temperature, the medium is hydrolysed in the cold state and the precipitate formed is filtered off. After evaporating off the solvent, the expected product is isolated. Solvent: CS(=O)C (DMSO), O (water). Run at temperature 95 celsius. Procedure: To a solution of 3-{3-[(2-chloropyrimidin-4-yl)oxy]phenyl}-N-[4-chloro-3-(trifluoromethyl)phenyl]propanamide (0.200 g, 0.44 mmol) in DMSO (1 mL) were added 1-(4-methoxyphenyl)methanamine (0.056 mL, 0.44 mmol) and TEA (0.061 mL, 0.44 mmol). The reaction mixture was heated at 95° C. overnight and then cooled to rt, diluted with water and extracted with EtOAc. The combined organic solutions were washed with brine, dried over Na2SO4, filtered, and concentrated. The residue was purified by column chr... The product is ClC1=C(C=C(C=C1)NC(CCC1=CC(=CC=C1)OC1=NC(=NC=C1)NCC1=CC=C(C=C1)OC)=O)C(F)(F)F (N-[4-chloro-3-(trifluoromethyl)phenyl]-3-[3-({2-[(4-methoxybenzyl)amino]pyrimidin-4-yl}oxy)phenyl]propanamide). Reaction SMILES: Cl[C:2]1[N:7]=[C:6]([O:8][C:9]2[CH:10]=[C:11]([CH2:15][CH2:16][C:17]([NH:19][C:20]3[CH:25]=[CH:24][C:23]([Cl:26])=[C:22]([C:27]([F:30])([F:29])[F:28])[CH:21]=3)=[O:18])[CH:12]=[CH:13][CH:14]=2)[CH:5]=[CH:4][N:3]=1.[CH3:31][O:32][C:33]1[CH:38]=[CH:37][C:36]([CH2:39][NH2:40])=[CH:35][CH:34]=1>CS(C)=O.O>[Cl:26][C:23]1[CH:24]=[CH:25][C:20]([NH:19][C:17](=[O:18])[CH2:16][CH2:15][C:11]2[CH:12]=[CH:13][CH:14]=[C:9]([O:8][C:6]3[CH:5]=[CH:4][N:3]=[C:2]([NH:40][CH2:39][C:36]4[CH:37]=[CH:38][C:33]([O:32][CH3:31])=[CH:34][CH:35]=4)[N:7]=3)[CH:10]=2)=[CH:21][C:22]=1[C:27]([F:30])([F:29])[F:28]. Reactants: ClC1=NC=CC(=N1)OC=1C=C(C=CC1)CCC(=O)NC1=CC(=C(C=C1)Cl)C(F)(F)F (3-{3-[(2-chloropyrimidin-4-yl)oxy]phenyl}-N-[4-chloro-3-(trifluoromethyl)phenyl]propanamide), COC1=CC=C(C=C1)CN (1-(4-methoxyphenyl)methanamine), TEA.